From a dataset of the Open Reaction Database (ORD), a public repository of structured organic reaction records. describe an organic reaction: reactants, conditions, products, and yield Procedure details: Dibutyl 1-methyl-4-nitrosopiperidin-4-yl phosphate was prepared from 1-methyl-piperidin-4-one oxime, lead tetraacetate and dibutyl phosphate using conditions of General Method 3. 1H NMR (360 MHz, chloroform-d) δ 4.03-4.17 (4H, m), 2.77-2.88 (2H, m), 2.27-2.40 (6H, m), 2.12-2.24 (4H, m), 1.59-1.83 (6H, m), 1.38 (4H, q, 7.2 Hz). Starting materials: CN1CCC(CC1)=NO (1-methyl-piperidin-4-one oxime), C(C)(=O)[O-].C(C)(=O)[O-].C(C)(=O)[O-].C(C)(=O)[O-].[Pb+4] (lead tetraacetate), P(=O)(OCCCC)(OCCCC)[O-] (dibutyl phosphate). Reaction SMILES: [CH3:1][N:2]1[CH2:7][CH2:6][C:5](=[N:8][OH:9])[CH2:4][CH2:3]1.C([O-])(=O)C.C([O-])(=O)C.C([O-])(=O)C.C([O-])(=O)C.[Pb+4].[P:27]([O-:39])([O:34][CH2:35][CH2:36][CH2:37][CH3:38])([O:29][CH2:30][CH2:31][CH2:32][CH3:33])=[O:28]>>[P:27]([O:39][C:5]1([N:8]=[O:9])[CH2:6][CH2:7][N:2]([CH3:1])[CH2:3][CH2:4]1)([O:29][CH2:30][CH2:31][CH2:32][CH3:33])([O:34][CH2:35][CH2:36][CH2:37][CH3:38])=[O:28] |f:1.2.3.4.5|. Product: P(=O)(OCCCC)(OCCCC)OC1(CCN(CC1)C)N=O (Dibutyl 1-methyl-4-nitrosopiperidin-4-yl phosphate). Run in ClCCl.N1=CC=CC=C1 (dichloromethane pyridine). The product is C(C)(C)(C)OC(NC1=NC(=CC(=C1)C=O)C)=O ((4-formyl-6-methyl-pyridine-2-yl)-carbamic acid tert-butyl ester). Reaction SMILES: CC(OI1(OC(C)=O)(OC(C)=O)OC(=O)C2C=CC=CC1=2)=O.[C:23]([O:27][C:28](=[O:39])[NH:29][C:30]1[CH:35]=[C:34]([CH2:36][OH:37])[CH:33]=[C:32]([CH3:38])[N:31]=1)([CH3:26])([CH3:25])[CH3:24].O>ClCCl.N1C=CC=CC=1>[C:23]([O:27][C:28](=[O:39])[NH:29][C:30]1[CH:35]=[C:34]([CH:36]=[O:37])[CH:33]=[C:32]([CH3:38])[N:31]=1)([CH3:26])([CH3:25])[CH3:24] |f:3.4|. Starting materials: CC(=O)OI1(C=2C=CC=CC2C(=O)O1)(OC(=O)C)OC(=O)C (Dess-Martin periodinane), C(C)(C)(C)OC(NC1=NC(=CC(=C1)CO)C)=O ((4-hydroxymethyl-6-methyl-pyridine-2-yl)-carbamic acid tert-butyl ester), O (water). Reaction conditions: time 2 hour. Procedure details: Dess-Martin periodinane (50.0 g, 0.118 mol, 1.34 eq) was portionwise added to a solution of 4 (21.0 g, 0.088 mol) in dichloromethane:pyridine 10:1 (1.1 L). The resulting solution was stirred at room temperature for 2 h and then water (700 mL) was added. The mixture was stirred for a further 5 min, and then the layers were separated. The aqueous layer was extracted with dichloromethane (1×11), the combined organic phase dried and the solvent evaporated to give a brown solid which was purified by ... Yield: 98.6%. Starting materials: O (water), NC1=NC=CC=C1 (2-aminopyridine), C(C)(C)N(C(C)C)CC (N,N-diisopropylethylamine), ClC(=O)OC1=CC=C(C=C1)[N+](=O)[O-] (4-nitrophenyl chloroformate). Solvent: ClCCl (dichloromethane). Run at time 1 hour. Yields the product [N+](=O)([O-])C1=CC=C(C=C1)OC(NC1=NC=CC=C1)=O (Pyridin-2-ylcarbamic acid 4-nitrophenyl ester). As a reaction SMILES: [NH2:1][C:2]1[CH:7]=[CH:6][CH:5]=[CH:4][N:3]=1.Cl[C:9]([O:11][C:12]1[CH:17]=[CH:16][C:15]([N+:18]([O-:20])=[O:19])=[CH:14][CH:13]=1)=[O:10].C(N(CC)C(C)C)(C)C.O>ClCCl>[N+:18]([C:15]1[CH:14]=[CH:13][C:12]([O:11][C:9](=[O:10])[NH:1][C:2]2[CH:7]=[CH:6][CH:5]=[CH:4][N:3]=2)=[CH:17][CH:16]=1)([O-:20])=[O:19]. Procedure: 0.5 g of 2-aminopyridine is dissolved in 10 ml of dichloromethane and then 1.18 g of 4-nitrophenyl chloroformate are added, as are 1.85 ml of N,N-diisopropylethylamine. The reaction mixture is stirred for one hour at ambient temperature. 50 ml of water are added to the reaction mixture and then the medium is extracted with 50 ml of dichloromethane. The solvents are evaporated off and then the solid is used in the next stage without further purification. The reactants are O=C(O)c1cc2c(cn1)ncn2Cc1ccc(F)cc1, NOc1ccccc1. As a reaction SMILES: [F:1][c:2]1[cH:3][cH:4][c:5]([CH2:6][n:7]2[cH:8][n:9][c:10]3[cH:11][n:12][c:13]([C:16](=[O:17])[OH:18])[cH:14][c:15]23)[cH:19][cH:20]1.[O:21]([c:22]1[cH:23][cH:24][cH:25][cH:26][cH:27]1)[NH2:28]>>[F:1][c:2]1[cH:3][cH:4][c:5]([CH2:6][n:7]2[cH:8][n:9][c:10]3[cH:11][n:12][c:13]([C:16](=[O:18])[NH:28][O:21][c:22]4[cH:23][cH:24][cH:25][cH:26][cH:27]4)[cH:14][c:15]23)[cH:19][cH:20]1. Product: O=C(NOc1ccccc1)c1cc2c(cn1)ncn2Cc1ccc(F)cc1. The reactants are CCCS(=O)(=O)Cl, ClCCl, CCOC(=O)Cc1csc(N)n1, c1ccncc1. The product is CCCS(=O)(=O)Nc1nc(CC(=O)OCC)cs1. Reaction SMILES: [CH2:19]([CH2:20][CH3:21])[S:22](=[O:23])(=[O:24])[Cl:25].[CH2:26]([Cl:27])[Cl:28].[NH2:1][c:2]1[s:3][cH:4][c:5]([CH2:7][C:8](=[O:9])[O:10][CH2:11][CH3:12])[n:6]1.[cH:13]1[cH:14][cH:15][n:16][cH:17][cH:18]1>>[NH:1]([c:2]1[s:3][cH:4][c:5]([CH2:7][C:8](=[O:9])[O:10][CH2:11][CH3:12])[n:6]1)[S:22]([CH2:19][CH2:20][CH3:21])(=[O:23])=[O:24]. Reactants: C(C)(C)(C)[SiH2]OC(C=1SC=C(N1)C(C)=O)(C)C (1-[2-(tert-butyl-dimethyl-silanyloxymethyl)-thiazol-4-yl]-ethanone), COC(OC)OC (trimethylorthoformate), N#N (N2), LiBF4, C(=O)([O-])[O-].[Na+].[Na+] (Na2CO3). Solvent: C(CO)O (ethylene glycol). Reaction conditions: temperature 95 celsius. Yields the product C(C)(C)(C)[SiH2]OC(C=1SC=C(N1)C1(OCCO1)C)(C)C (2-(tert-Butyl-dimethyl-silanyloxymethyl)-4-(2-methyl-[1,3]dioxolan-2-yl)-thiazole). RXN SMILES: N#N.[C:3]([SiH2:7][O:8][C:9]([CH3:19])([CH3:18])[C:10]1[S:11][CH:12]=[C:13]([C:15](=[O:17])[CH3:16])[N:14]=1)([CH3:6])([CH3:5])[CH3:4].COC([O:25][CH3:26])OC.[C:27]([O-])([O-])=O.[Na+].[Na+]>C(O)CO>[C:3]([SiH2:7][O:8][C:9]([CH3:19])([CH3:18])[C:10]1[S:11][CH:12]=[C:13]([C:15]2([CH3:16])[O:25][CH2:26][CH2:27][O:17]2)[N:14]=1)([CH3:6])([CH3:4])[CH3:5] |f:3.4.5|. Procedure details: In a flame dried round-bottomed flask equipped with a magnetic stir bar and under inert atmosphere (N2), a solution of 1-[2-(tert-butyl-dimethyl-silanyloxymethyl)-thiazol-4-yl]-ethanone (1.77 g, 6.52 mmol) in ethylene glycol (7 mL) was treated with trimethylorthoformate (1.46 mL, 13.29 mmol) followed by LiBF4 (125 mg, 1.30 mmol). The reaction mixture was heated at 95° C. for 4 h. Sat. aq. Na2CO3 (5 mL) was added and the mixture was extracted with Et2O (2×20 mL). The org. extracts were dried over... Reactants: [H-].[Na+] (sodium hydride), FC1=C(C=O)C=C(C(=C1)OC)OC (2-fluoro-4,5-dimethoxy-benzaldehyde), ClC1=CC2=C(NC(=N2)CCl)C=C1Cl (5,6-dichloro-2-chloromethyl-1H-benzoimidazole). Run in CN(C=O)C (N,N-dimethylformamide). Run at temperature 80 celsius, time 20 minute. The product is ClC1=CC2=C(N=C(N2)COC2=CC(=C(C=O)C=C2OC)F)C=C1Cl (4-(5,6-dichloro-1-benzoimidazol-2-ylmethoxy)-2-fluoro-5-methoxy-benzaldehyde). RXN SMILES: [F:1][C:2]1[CH:9]=[C:8]([O:10][CH3:11])[C:7]([O:12][CH3:13])=[CH:6][C:3]=1[CH:4]=[O:5].[H-].[Na+].[Cl:16][C:17]1[C:27]([Cl:28])=[CH:26][C:20]2[NH:21][C:22](CCl)=[N:23][C:19]=2[CH:18]=1>CN(C)C=O>[Cl:28][C:27]1[C:17]([Cl:16])=[CH:18][C:19]2[N:23]=[C:22]([CH2:11][O:10][C:8]3[C:7]([O:12][CH3:13])=[CH:6][C:3]([CH:4]=[O:5])=[C:2]([F:1])[CH:9]=3)[NH:21][C:20]=2[CH:26]=1 |f:1.2|. Reported procedure: 2-Fluoro-4-hydroxy-5-methoxy-benzaldehyde (38, 0.364 g, 2.14 mmol) was dissolved in N,N-dimethylformamide (10.0 mL) and sodium hydride (60% dispersion in mineral oil, 100 mg, 2.50 mmol) was added. After 20 minutes, 5,6-dichloro-2-chloromethyl-1H-benzoimidazole (208, 0.420 g, 1.78 mmol) was added. The reaction was stirred at 80° C. overnight. The reaction was concentrated, then washed with ethyl acetate and saturated sodium bicarbonate. The organic portions were dried with anhydrous sodium sulfat...